From a dataset of the Open Reaction Database (ORD), a public repository of structured organic reaction records. describe an organic reaction: reactants, conditions, products, and yield Reaction SMILES: [CH3:1][O:2][C:3]([CH:4]([CH2:5][c:6]1[c:7]([C:26]([F:27])([F:28])[F:29])[cH:8][c:9]([O:12][CH2:13][c:14]2[n:15][c:16](-[c:20]3[cH:21][cH:22][cH:23][cH:24][cH:25]3)[o:17][c:18]2[CH3:19])[cH:10][cH:11]1)[O:30][CH2:31][CH3:32])=[O:33].[Li+:35].[OH-:34]>>[O:2]=[C:3]([CH:4]([CH2:5][c:6]1[c:7]([C:26]([F:27])([F:28])[F:29])[cH:8][c:9]([O:12][CH2:13][c:14]2[n:15][c:16](-[c:20]3[cH:21][cH:22][cH:23][cH:24][cH:25]3)[o:17][c:18]2[CH3:19])[cH:10][cH:11]1)[O:30][CH2:31][CH3:32])[OH:33]. Reactants: CCOC(Cc1ccc(OCc2nc(-c3ccccc3)oc2C)cc1C(F)(F)F)C(=O)OC, [Li+], [OH-]. Product: CCOC(Cc1ccc(OCc2nc(-c3ccccc3)oc2C)cc1C(F)(F)F)C(=O)O. Starting materials: CC(C)O, CCOC(=O)CCc1cn(C)c2c(-c3noc(-c4ccc(OC(C)C)c(Cl)c4)n3)c(F)ccc12, [Na+], [OH-], O. Yields the product CC(C)Oc1ccc(-c2nc(-c3c(F)ccc4c(CCC(=O)O)cn(C)c34)no2)cc1Cl. Reaction SMILES: [CH:37]([OH:38])([CH3:39])[CH3:40].[Cl:1][c:2]1[cH:3][c:4](-[c:12]2[n:13][c:14](-[c:17]3[c:18]([F:34])[cH:19][cH:20][c:21]4[c:22]([CH2:27][CH2:28][C:29](=[O:30])[O:31][CH2:32][CH3:33])[cH:23][n:24]([CH3:26])[c:25]34)[n:15][o:16]2)[cH:5][cH:6][c:7]1[O:8][CH:9]([CH3:10])[CH3:11].[Na+:36].[OH-:35].[OH2:41]>>[Cl:1][c:2]1[cH:3][c:4](-[c:12]2[n:13][c:14](-[c:17]3[c:18]([F:34])[cH:19][cH:20][c:21]4[c:22]([CH2:27][CH2:28][C:29](=[O:30])[OH:31])[cH:23][n:24]([CH3:26])[c:25]34)[n:15][o:16]2)[cH:5][cH:6][c:7]1[O:8][CH:9]([CH3:10])[CH3:11].